Dataset: the Open Reaction Database (ORD), a public repository of structured organic reaction records. Task: describe an organic reaction: reactants, conditions, products, and yield Reactants: COc1ccc(C(CO)NC(=O)OC(C)(C)C)cc1, CO, Cl, [Na+], [OH-]. Product: COc1ccc(C(N)CO)cc1. As a reaction SMILES: [CH3:1][O:2][c:3]1[cH:4][cH:5][c:6]([CH:9]([CH2:10][OH:11])[NH:12][C:13](=[O:14])[O:15][C:16]([CH3:17])([CH3:18])[CH3:19])[cH:7][cH:8]1.[CH3:23][OH:24].[ClH:20].[Na+:22].[OH-:21]>>[CH3:1][O:2][c:3]1[cH:4][cH:5][c:6]([CH:9]([CH2:10][OH:11])[NH2:12])[cH:7][cH:8]1. The reactants are O=C([O-])[O-], CS(C)=O, O=Cc1sccc1Cl, [K+], [K+], Sc1ccncc1. The product is O=Cc1sccc1Sc1ccncc1. Reaction SMILES: [C:8](=[O:9])([O-:10])[O-:11].[CH3:22][S:23](=[O:24])[CH3:25].[Cl:14][c:15]1[c:16]([CH:20]=[O:21])[s:17][cH:18][cH:19]1.[K+:12].[K+:13].[SH:1][c:2]1[cH:3][cH:4][n:5][cH:6][cH:7]1>>[S:1]([c:2]1[cH:3][cH:4][n:5][cH:6][cH:7]1)[c:15]1[c:16]([CH:20]=[O:21])[s:17][cH:18][cH:19]1. Reactants: C(C)NC1=NC=CC(=N1)C(C)=O (1-(2-ethylaminopyrimidin-4-yl)ethanone), O=C(C(=O)OCC)C(=O)OCC (diethyl ketomalonate). Conditions: temperature 110 celsius. Product: C(C)NC1=NC=CC(=N1)C(CC(C(=O)OCC)(C(=O)OCC)O)=O (Diethyl 2-[2-(2-ethylaminopyrimidin-4-yl)-2-oxo-ethyl]-2-hydroxy-malonate). As a reaction SMILES: [CH2:1]([NH:3][C:4]1[N:9]=[C:8]([C:10](=[O:12])[CH3:11])[CH:7]=[CH:6][N:5]=1)[CH3:2].[O:13]=[C:14]([C:20]([O:22][CH2:23][CH3:24])=[O:21])[C:15]([O:17][CH2:18][CH3:19])=[O:16]>>[CH2:1]([NH:3][C:4]1[N:9]=[C:8]([C:10](=[O:12])[CH2:11][C:14]([OH:13])([C:20]([O:22][CH2:23][CH3:24])=[O:21])[C:15]([O:17][CH2:18][CH3:19])=[O:16])[CH:7]=[CH:6][N:5]=1)[CH3:2]. Reported procedure: A mixture consisting of 1.9 g of 1-(2-ethylaminopyrimidin-4-yl)ethanone and 1.86 ml of diethyl ketomalonate is heated at 110° C. for 18 hours. The mixture is purified by column chromatography (silica gel, mobile phase:methylene chloride:methanol=98:2). The yield is 83.0%. Reaction SMILES: [F:1][C:2]1[CH:40]=[CH:39][C:5]([C:6]([CH:8]2[CH2:13][CH2:12][N:11]([CH2:14][CH2:15][NH:16][C:17]([C:19]3[CH:24]=[C:23]([O:25][CH2:26][C:27]4[CH:32]=[CH:31][CH:30]=[CH:29][CH:28]=4)[CH:22]=[CH:21][C:20]=3[NH:33][C:34](=O)[O:35]CC)=[O:18])[CH2:10][CH2:9]2)=[O:7])=[CH:4][CH:3]=1.[OH-].[K+]>O>[F:1][C:2]1[CH:40]=[CH:39][C:5]([C:6]([CH:8]2[CH2:9][CH2:10][N:11]([CH2:14][CH2:15][N:16]3[C:17](=[O:18])[C:19]4[C:20](=[CH:21][CH:22]=[C:23]([O:25][CH2:26][C:27]5[CH:28]=[CH:29][CH:30]=[CH:31][CH:32]=5)[CH:24]=4)[NH:33][C:34]3=[O:35])[CH2:12][CH2:13]2)=[O:7])=[CH:4][CH:3]=1 |f:1.2|. The product is FC1=CC=C(C(=O)C2CCN(CC2)CCN2C(NC3=CC=C(C=C3C2=O)OCC2=CC=CC=C2)=O)C=C1 (3-[2-[4-(4-fluorobenzoyl)-1-piperidinyl]ethyl]-6-(phenylmethoxy)-2,4-(1H,3H)-quinazolinedione). The solvent is O (water). Conditions: temperature 100 celsius, time 8 hour. The reactants are FC1=CC=C(C(=O)C2CCN(CC2)CCNC(=O)C2=C(C=CC(=C2)OCC2=CC=CC=C2)NC(OCC)=O)C=C1 (ethyl [2-[[[2-[4-(4-fluorobenzoyl)-1-piperidinyl]ethyl]amino]carbonyl]-4-(phenylmethoxy)phenyl]carbamate), [OH-].[K+] (potassium hydroxide). Reported procedure: A mixture of 9.3 parts of ethyl [2-[[[2-[4-(4-fluorobenzoyl)-1-piperidinyl]ethyl]amino]carbonyl]-4-(phenylmethoxy)phenyl]carbamate and 100 parts of a potassium hydroxide solution 10% in water was stirred in an oil-bath for 8 hours at 100° C. After cooling to room temperature, the precipitated product was filtered off, dried and boiled in 16 parts of methanol. Upon cooling to room temperature, the precipitated product was filtered off and dried in vacuo at 50° C., yielding 7.05 parts (83%) of 3-[...